The task is: describe an organic reaction: reactants, conditions, products, and yield. This data is from the Open Reaction Database (ORD), a public repository of structured organic reaction records. Starting materials: CC(C(=O)OC(C)(C)C)N1CCC(NS(=O)(=O)c2ccc3cc(Cl)ccc3c2)C1=O, C1CCOC1, C[Si](C)(C)[N-][Si](C)(C)C, [Li+], COS(=O)(=O)c1ccc(C)cc1. Product: CC(C(=O)OC(C)(C)C)N1CCC(N(C)S(=O)(=O)c2ccc3cc(Cl)ccc3c2)C1=O. As a reaction SMILES: [C:1]([CH3:2])([CH3:3])([CH3:4])[O:5][C:6]([CH:7]([CH3:8])[N:9]1[C:10](=[O:29])[CH:11]([NH:14][S:15](=[O:16])(=[O:17])[c:18]2[cH:19][c:20]3[cH:21][cH:22][c:23]([Cl:28])[cH:24][c:25]3[cH:26][cH:27]2)[CH2:12][CH2:13]1)=[O:30].[CH2:53]1[O:54][CH2:55][CH2:56][CH2:57]1.[CH3:31][Si:32]([N-:33][Si:34]([CH3:35])([CH3:36])[CH3:37])([CH3:38])[CH3:39].[Li+:40].[O:41]([CH3:42])[S:43]([c:44]1[cH:45][cH:46][c:47]([CH3:48])[cH:49][cH:50]1)(=[O:51])=[O:52]>>[C:1]([CH3:2])([CH3:3])([CH3:4])[O:5][C:6]([CH:7]([CH3:8])[N:9]1[C:10](=[O:29])[CH:11]([N:14]([S:15](=[O:16])(=[O:17])[c:18]2[cH:19][c:20]3[cH:21][cH:22][c:23]([Cl:28])[cH:24][c:25]3[cH:26][cH:27]2)[CH3:31])[CH2:12][CH2:13]1)=[O:30]. Starting materials: ClC1=C(C(=CC(=C1)Cl)Cl)N1N=C(C(C1=O)N1N=CN=C1)NC1=C(C=CC(=C1)NC(CCCCCCCCCCCCC)=O)Cl (1-(2,4,6-trichlorophenyl)-3-(2-chloro-5-tetradecanamidoanilino)-4-(1,2,4-triazol-1-yl)-5-oxo-2-pyrazoline), C(CCC)(=O)Cl (butanoyl chloride), C(C)(=O)OCC (ethyl acetate). Solvent: C(C)#N (acetonitrile). Product: C(CCC)(=O)OC1=C(C(=NN1C1=C(C=C(C=C1Cl)Cl)Cl)NC1=C(C=CC(=C1)NC(CCCCCCCCCCCCC)=O)Cl)N1N=CN=C1 (5-Butanoyloxy-1-(2,4,6-trichlorophenyl)-3-(2-chloro-5-tetradecanamidoanilino)-4-(1,2,4-triazol-1-yl)-1H-pyrazole). Reaction SMILES: [Cl:1][C:2]1[CH:7]=[C:6]([Cl:8])[CH:5]=[C:4]([Cl:9])[C:3]=1[N:10]1[C:14](=[O:15])[CH:13]([N:16]2[CH:20]=[N:19][CH:18]=[N:17]2)[C:12]([NH:21][C:22]2[CH:27]=[C:26]([NH:28][C:29](=[O:43])[CH2:30][CH2:31][CH2:32][CH2:33][CH2:34][CH2:35][CH2:36][CH2:37][CH2:38][CH2:39][CH2:40][CH2:41][CH3:42])[CH:25]=[CH:24][C:23]=2[Cl:44])=[N:11]1.[C:45](Cl)(=[O:49])[CH2:46][CH2:47][CH3:48].C(OCC)(=O)C>C(#N)C>[C:45]([O:15][C:14]1[N:10]([C:3]2[C:2]([Cl:1])=[CH:7][C:6]([Cl:8])=[CH:5][C:4]=2[Cl:9])[N:11]=[C:12]([NH:21][C:22]2[CH:27]=[C:26]([NH:28][C:29](=[O:43])[CH2:30][CH2:31][CH2:32][CH2:33][CH2:34][CH2:35][CH2:36][CH2:37][CH2:38][CH2:39][CH2:40][CH2:41][CH3:42])[CH:25]=[CH:24][C:23]=2[Cl:44])[C:13]=1[N:16]1[CH:20]=[N:19][CH:18]=[N:17]1)(=[O:49])[CH2:46][CH2:47][CH3:48]. Procedure details: 20 g of 1-(2,4,6-trichlorophenyl)-3-(2-chloro-5-tetradecanamidoanilino)-4-(1,2,4-triazol-1-yl)-5-oxo-2-pyrazoline (prepared by the method described in U.S. Pat. No. 4,076,533) was suspended in 100 ml of acetonitrile and 3.7 g of butanoyl chloride was added to the mixture, followed by refluxing for 3 hours. After cooling to room temperature, 500 ml of ethyl acetate was added to the reaction mixture and washed several times with water. The ethyl acetate layer was dried with anhydrous sodium sulfat... The reactants are C(C)OC(CC=1C=C(C(=CC1)OC)C1=C(C=CC(=C1)C(F)(F)F)C=O)=O ((2′-formyl-6-methoxy-5′-trifluoromethyl-biphenyl-3-yl)-acetic acid ethyl ester), C(C)N (ethylamine). Product: C(C)OC(CC=1C=C(C(=CC1)OC)C1=C(C=CC(=C1)C(F)(F)F)CNCC)=O ((2′-Ethylaminomethyl-6-methoxy-5′-trifluromethyl-biphenyl-3-yl)-acetic acid ethyl ester). Reaction SMILES: [CH2:1]([O:3][C:4](=[O:26])[CH2:5][C:6]1[CH:7]=[C:8]([C:14]2[CH:19]=[C:18]([C:20]([F:23])([F:22])[F:21])[CH:17]=[CH:16][C:15]=2[CH:24]=O)[C:9]([O:12][CH3:13])=[CH:10][CH:11]=1)[CH3:2].[CH2:27]([NH2:29])[CH3:28]>>[CH2:1]([O:3][C:4](=[O:26])[CH2:5][C:6]1[CH:7]=[C:8]([C:14]2[CH:19]=[C:18]([C:20]([F:21])([F:23])[F:22])[CH:17]=[CH:16][C:15]=2[CH2:24][NH:29][CH2:27][CH3:28])[C:9]([O:12][CH3:13])=[CH:10][CH:11]=1)[CH3:2]. Reported procedure: Prepared according to the procedure described in Example 33, Step 4, using the following starting materials: (2′-formyl-6-methoxy-5′-trifluoromethyl-biphenyl-3-yl)-acetic acid ethyl ester and ethylamine (2M in THF). Reactants: Cl, O=C1CCCCC1, NCC(O)c1cccc(O)c1, c1ccccc1. The product is Oc1cccc(C2CNC3(CCCCC3)O2)c1. RXN SMILES: [ClH:1].[O:13]=[C:14]1[CH2:15][CH2:16][CH2:17][CH2:18][CH2:19]1.[OH:2][c:3]1[cH:4][c:5]([CH:9]([CH2:10][NH2:11])[OH:12])[cH:6][cH:7][cH:8]1.[cH:20]1[cH:21][cH:22][cH:23][cH:24][cH:25]1>>[OH:2][c:3]1[cH:4][c:5]([CH:9]2[CH2:10][NH:11][C:14]3([O:12]2)[CH2:15][CH2:16][CH2:17][CH2:18][CH2:19]3)[cH:6][cH:7][cH:8]1. Solvent: O (water), C(C)OCC (diethyl ether), CCOCC (ether). Reaction SMILES: C([Br:3])C.[Mg:4].[CH3:5][C:6]#[CH:7].[CH3:8][C@H:9]([CH2:13][CH2:14][CH2:15][CH:16]([CH3:18])[CH3:17])[CH2:10][CH:11]=[O:12].[NH4+].[Cl-]>C(OCC)C.O>[C:7]([Mg:4][Br:3])#[C:6][CH3:5].[CH3:8][C@H:9]([CH2:13][CH2:14][CH2:15][CH:16]([CH3:18])[CH3:17])[CH2:10][CH:11]([OH:12])[C:5]#[C:6][CH3:7] |f:4.5|. Reactants: [NH4+].[Cl-] (NH4Cl), [Mg] (magnesium), CC#C (methyl acetylene), C(C)Br (ethyl bromide), C[C@@H](CC=O)CCCC(C)C (3(R),7-dimethyloctanal), aldehyde. The product is C(#CC)[Mg]Br (Propynyl magnesium bromide), C[C@@H](CC(C#CC)O)CCCC(C)C (6(R),10-dimethyl-undecan-2-yn-4(R,S)-ol). Isolated yield 100.0%. Procedure details: Propynyl magnesium bromide was prepared as described earlier from ethyl bromide (77 g, 0.405 mol, freshly distilled), magnesium (10.8 g 0.4455 mol) and methyl acetylene (approximately 100 ml at -70°) in 400 ml of absolute diethyl ether. To this well stirred mixture was added dropwise 26.4 g (0.169 mol) of 3(R),7-dimethyloctanal (R-(+)-dihydrocitronellal) in 500 ml of dry ether while the reaction temperature was maintained between 0°-5° C. with external cooling. After 45 min. all aldehyde had bee...